This data is from the Open Reaction Database (ORD), a public repository of structured organic reaction records. The task is: describe an organic reaction: reactants, conditions, products, and yield The reactants are O=[N+]([O-])c1ccc(Br)cn1, CS(C)=O, [K+], [K+], CC(C)(C)OC(=O)N1CCNCC1, O=C([O-])[O-], O. Product: CC(C)(C)OC(=O)N1CCN(c2ccc([N+](=O)[O-])nc2)CC1. RXN SMILES: [Br:1][c:2]1[cH:3][cH:4][c:5]([N+:8](=[O:9])[O-:10])[n:6][cH:7]1.[CH3:31][S:32]([CH3:33])=[O:34].[K+:11].[K+:12].[N:17]1([C:23](=[O:24])[O:25][C:26]([CH3:27])([CH3:28])[CH3:29])[CH2:18][CH2:19][NH:20][CH2:21][CH2:22]1.[O-:13][C:14]([O-:15])=[O:16].[OH2:30]>>[c:2]1([N:20]2[CH2:19][CH2:18][N:17]([C:23](=[O:24])[O:25][C:26]([CH3:27])([CH3:28])[CH3:29])[CH2:22][CH2:21]2)[cH:3][cH:4][c:5]([N+:8](=[O:9])[O-:10])[n:6][cH:7]1.